Dataset: the Open Reaction Database (ORD), a public repository of structured organic reaction records. Task: describe an organic reaction: reactants, conditions, products, and yield Reactants: C([O-])([O-])=O.[K+].[K+] (Potassium carbonate), C(C)I (ethyl iodide), ClC1=C(C=CC=C1)C1=NCC=2N(C3=C1C=C(S3)C(=O)O)C(=NN2)C ((4-(2-chlorophenyl)-9-methyl-6H-thieno[3,2-f] [1,2,4]triazolo[4,3-a] [1,4]diazepin-2-yl)carboxylic acid). Reported procedure: The obtained (4-(2-chlorophenyl)-9-methyl-6H-thieno[3,2-f] [1,2,4]triazolo[4,3-a] [1,4]diazepin-2-yl)carboxylic acid was dissolved in dimethylformamide. Potassium carbonate and ethyl iodide were added, and the mixture was stirred overnight to give ethyl (4-(2-chlorophenyl)-9-methyl-6H-thieno[3,2-f] [1,2,4]triazolo[4,3-a] [1,4]diazepin-2-yl)carboxylate. Run at time 8 hour. Product: ClC1=C(C=CC=C1)C1=NCC=2N(C3=C1C=C(S3)C(=O)OCC)C(=NN2)C (ethyl (4-(2-chlorophenyl)-9-methyl-6H-thieno[3,2-f] [1,2,4]triazolo[4,3-a] [1,4]diazepin-2-yl)carboxylate). Run in CN(C=O)C (dimethylformamide). As a reaction SMILES: [Cl:1][C:2]1[CH:7]=[CH:6][CH:5]=[CH:4][C:3]=1[C:8]1[C:14]2[CH:15]=[C:16]([C:18]([OH:20])=[O:19])[S:17][C:13]=2[N:12]2[C:21]([CH3:24])=[N:22][N:23]=[C:11]2[CH2:10][N:9]=1.C(=O)([O-])[O-].[K+].[K+].[CH2:31](I)[CH3:32]>CN(C)C=O>[Cl:1][C:2]1[CH:7]=[CH:6][CH:5]=[CH:4][C:3]=1[C:8]1[C:14]2[CH:15]=[C:16]([C:18]([O:20][CH2:31][CH3:32])=[O:19])[S:17][C:13]=2[N:12]2[C:21]([CH3:24])=[N:22][N:23]=[C:11]2[CH2:10][N:9]=1 |f:1.2.3|. Reactants: O=C(OC(Cl)(Cl)Cl)OC(Cl)(Cl)Cl, Nc1ccc2nc(NC3CCc4ccccc43)ccc2c1, CC(C)(C)OC(=O)N1CCC(N)CC1. Yields the product CC(C)(C)OC(=O)N1CCC(NC(=O)Nc2ccc3nc(NC4CCc5ccccc54)ccc3c2)CC1. As a reaction SMILES: [C:1]([O:2][C:3]([Cl:4])([Cl:5])[Cl:6])([O:7][C:8]([Cl:9])([Cl:10])[Cl:11])=[O:12].[CH:27]1([NH:36][c:37]2[n:38][c:39]3[cH:40][cH:41][c:42]([NH2:47])[cH:43][c:44]3[cH:45][cH:46]2)[CH2:28][CH2:29][c:30]2[cH:31][cH:32][cH:33][cH:34][c:35]21.[NH2:13][CH:14]1[CH2:15][CH2:16][N:17]([C:20](=[O:21])[O:22][C:23]([CH3:24])([CH3:25])[CH3:26])[CH2:18][CH2:19]1>>[C:1](=[O:12])([NH:13][CH:14]1[CH2:15][CH2:16][N:17]([C:20](=[O:21])[O:22][C:23]([CH3:24])([CH3:25])[CH3:26])[CH2:18][CH2:19]1)[NH:47][c:42]1[cH:41][cH:40][c:39]2[n:38][c:37]([NH:36][CH:27]3[CH2:28][CH2:29][c:30]4[cH:31][cH:32][cH:33][cH:34][c:35]43)[cH:46][cH:45][c:44]2[cH:43]1. The reactants are C(C)(C)(C)OC(=O)N1CC(C1)=O (3-oxoazetidine-1-carboxylic acid tert-butyl ester), Cl.F[C@@H]1CNCC1 ((S)-3-fluoropyrrolidine hydrochloride), C(C)(=O)O[BH-](OC(C)=O)OC(C)=O.[Na+] (Sodium triacetoxyborohydride). Run in ClCCCl (DCE). Run at time 2.5 hour. Product: C(C)(C)(C)OC(=O)N1CC(C1)N1C[C@H](CC1)F (3-((S)-3-Fluoropyrrolidin-1-yl)azetidine-1-carboxylic acid tert-butyl ester). Yield: 59.8%. Reaction SMILES: [C:1]([O:5][C:6]([N:8]1[CH2:11][C:10](=O)[CH2:9]1)=[O:7])([CH3:4])([CH3:3])[CH3:2].Cl.[F:14][C@H:15]1[CH2:19][CH2:18][NH:17][CH2:16]1.C(O[BH-](OC(=O)C)OC(=O)C)(=O)C.[Na+]>ClCCCl>[C:1]([O:5][C:6]([N:8]1[CH2:11][CH:10]([N:17]2[CH2:18][CH2:19][C@H:15]([F:14])[CH2:16]2)[CH2:9]1)=[O:7])([CH3:4])([CH3:3])[CH3:2] |f:1.2,3.4|. Reported procedure: A 25 mL round-bottomed flask was charged with a solution of 3-oxoazetidine-1-carboxylic acid tert-butyl ester (0.4 g, 2.34 mmol), (S)-3-fluoropyrrolidine hydrochloride (0.35 g, 2.8 mmol) and 4 Å molecular sieves (2.43 g) in DCE (10 mL). The reaction mixture was stirred for 2.5 h at room temperature. Sodium triacetoxyborohydride (0.99 g, 4.68 mmol) was added and the reaction mixture was stirred for 18 h at room temperature. The suspension was filtered through Celite and the filtrate was concentra... Reactants: ClC1=NC=C(C=C1)CN (2-chloro-5-pyridylmethylamine), C(#N)CC(C)=O (1-cyano-2-propanone). Product: ClC1=NC=C(C=C1)CNC(=CC#N)C (2-(2-chloro-5-pyridylmethylamino)-1-cyano-1-propene). Yield: 85.0%. Reaction SMILES: [Cl:1][C:2]1[CH:7]=[CH:6][C:5]([CH2:8][NH2:9])=[CH:4][N:3]=1.[C:10]([CH2:12][C:13](=O)[CH3:14])#[N:11]>>[Cl:1][C:2]1[CH:7]=[CH:6][C:5]([CH2:8][NH:9][C:13]([CH3:14])=[CH:12][C:10]#[N:11])=[CH:4][N:3]=1. Procedure: 1.4 g of 2-chloro-5-pyridylmethylamine and 0.8 g of 1-cyano-2-propanone were mixed and the mixture was stirred at room temperature over night. The solvent was then distilled off and the residue was purified by column chromatography on silica gel to afford 1.7 g of compound No. 528. m.p. 95°-98° C. Starting materials: C(C)(C)(C)OC(=O)N1CCN(CC1)C(=O)[C@H]1C[C@@H](N(CC1)S(=O)(=O)C1=CC=C(C=C1)OC)C(NOCC1=CC=CC=C1)=O ((2R,4R)-4-[2-benzyloxycarbamoyl-1-(4-methoxy-benzene-sulfonyl)-piperidine-4-carbonyl]-piperazine-1-carboxylic acid tert-butyl ester), [H][H] (hydrogen). Reagents/catalysts: [Pd] (palladium on barium sulfate). Solvent: CO (methanol). Product: C(C)(C)(C)OC(=O)N1CCN(CC1)C(=O)[C@H]1C[C@@H](N(CC1)S(=O)(=O)C1=CC=C(C=C1)OC)C(NO)=O ((2R,4R)-4-[2-hydroxycarbamoyl-1-(4-methoxy-benzenesulfonyl)-piperidine-4-carbonyl]-piperazine-1-carboxylic acid tert-butyl ester). As a reaction SMILES: [C:1]([O:5][C:6]([N:8]1[CH2:13][CH2:12][N:11]([C:14]([C@@H:16]2[CH2:21][CH2:20][N:19]([S:22]([C:25]3[CH:30]=[CH:29][C:28]([O:31][CH3:32])=[CH:27][CH:26]=3)(=[O:24])=[O:23])[C@@H:18]([C:33](=[O:43])[NH:34][O:35]CC3C=CC=CC=3)[CH2:17]2)=[O:15])[CH2:10][CH2:9]1)=[O:7])([CH3:4])([CH3:3])[CH3:2].[H][H]>CO.[Pd]>[C:1]([O:5][C:6]([N:8]1[CH2:13][CH2:12][N:11]([C:14]([C@@H:16]2[CH2:21][CH2:20][N:19]([S:22]([C:25]3[CH:26]=[CH:27][C:28]([O:31][CH3:32])=[CH:29][CH:30]=3)(=[O:23])=[O:24])[C@@H:18]([C:33](=[O:43])[NH:34][OH:35])[CH2:17]2)=[O:15])[CH2:10][CH2:9]1)=[O:7])([CH3:4])([CH3:2])[CH3:3]. Procedure: A mixture of (2R,4R)-4-[2-benzyloxycarbamoyl-1-(4-methoxy-benzene-sulfonyl)-piperidine-4-carbonyl]-piperazine-1-carboxylic acid tert-butyl ester (500 mg, 0.81 mmol) and 5% palladium on barium sulfate (250 mg) in 10 mL of methanol was shaken under a 40 psi atmosphere of hydrogen gas for 1.5 hours. Filtration through nylon and concentration of the filtrate provided (2R,4R)-4-[2-hydroxycarbamoyl-1-(4-methoxy-benzenesulfonyl)-piperidine-4-carbonyl]-piperazine-1-carboxylic acid tert-butyl ester as a ... Reactants: CC(C)(C)OC(=O)N1CC2CC1CN(Cc1ccccc1)C2, CO. Product: CC(C)(C)OC(=O)N1CC2CNCC1C2. Reaction SMILES: [C:1]([CH3:2])([CH3:3])([CH3:4])[O:5][C:6](=[O:7])[N:8]1[CH:9]2[CH2:10][N:11]([CH2:16][c:17]3[cH:18][cH:19][cH:20][cH:21][cH:22]3)[CH2:12][CH:13]([CH2:14]1)[CH2:15]2.[CH3:23][OH:24]>>[C:1]([CH3:2])([CH3:3])([CH3:4])[O:5][C:6](=[O:7])[N:8]1[CH:9]2[CH2:10][NH:11][CH2:12][CH:13]([CH2:14]1)[CH2:15]2. Starting materials: FC(C=1C=C(C=CC1)C=1C=2N(C=CC1)N=C(N2)N)(F)F (8-(3-(trifluoromethyl)phenyl)-[1,2,4]triazolo[1,5-a]pyridin-2-amine), COC1=CC=C(C=C1)B(O)O (4-methoxyphenyl boronic acid). The product is COC1=CC=C(C=C1)C=1C=2N(C=CC1)N=C(N2)N (8-(4-methoxyphenyl)-[1,2,4]triazolo[1,5-a]pyridin-2-amine). As a reaction SMILES: FC(F)(F)[C:3]1[CH:4]=[C:5]([C:9]2[C:10]3[N:11]([N:15]=[C:16]([NH2:18])[N:17]=3)[CH:12]=[CH:13][CH:14]=2)[CH:6]=[CH:7][CH:8]=1.[CH3:21][O:22]C1C=CC(B(O)O)=CC=1>>[CH3:21][O:22][C:8]1[CH:7]=[CH:6][C:5]([C:9]2[C:10]3[N:11]([N:15]=[C:16]([NH2:18])[N:17]=3)[CH:12]=[CH:13][CH:14]=2)=[CH:4][CH:3]=1. Procedure: Made by following the procedure described for the preparation of 8-(3-(trifluoromethyl)phenyl)-[1,2,4]triazolo[1,5-a]pyridin-2-amine with 4-methoxyphenyl boronic acid and making non-critical variations. Reactants: 3(b), C(C)ON=C(C(=O)O)C=1N=C(SC1)NC=O (2-Ethoxyimino-2-(2-formamido-1,3-thiazol-4-yl)acetic acid), NC1[C@@H]2N(C(=C(CS2)CSC2=NN=NN2CC(=O)O)C(=O)O)C1=O (7-amino-3-(1-carboxymethyl-1H-tetrazol-5-yl)thiomethyl-3-cephem-4-carboxylic acid), 6(b), 2(b). The product is C(C)ON=C(C(=O)NC1[C@@H]2N(C(=C(CS2)CSC2=NN=NN2CC(=O)O)C(=O)O)C1=O)C=1N=C(SC1)NC=O (7-[2-ethoxyimino-2-(2-formamido-1,3-thiazol-4-yl)acetamido]-3-(1-carboxymethyl-1H-tetrazol-5-yl)thiomethyl-3-cephem-4-carboxylic acid). Isolated yield 54.4%. Reaction SMILES: [CH2:1]([O:3][N:4]=[C:5]([C:9]1[N:10]=[C:11]([NH:14][CH:15]=[O:16])[S:12][CH:13]=1)[C:6]([OH:8])=O)[CH3:2].[NH2:17][CH:18]1[C:39](=[O:40])[N:20]2[C:21]([C:36]([OH:38])=[O:37])=[C:22]([CH2:25][S:26][C:27]3[N:31]([CH2:32][C:33]([OH:35])=[O:34])[N:30]=[N:29][N:28]=3)[CH2:23][S:24][C@H:19]12>>[CH2:1]([O:3][N:4]=[C:5]([C:9]1[N:10]=[C:11]([NH:14][CH:15]=[O:16])[S:12][CH:13]=1)[C:6]([NH:17][CH:18]1[C:39](=[O:40])[N:20]2[C:21]([C:36]([OH:38])=[O:37])=[C:22]([CH2:25][S:26][C:27]3[N:31]([CH2:32][C:33]([OH:35])=[O:34])[N:30]=[N:29][N:28]=3)[CH2:23][S:24][C@H:19]12)=[O:8])[CH3:2]. Reported procedure: 2-Ethoxyimino-2-(2-formamido-1,3-thiazol-4-yl)acetic acid (syn isomer) (3.0 g.) and 7-amino-3-(1-carboxymethyl-1H-tetrazol-5-yl)thiomethyl-3-cephem-4-carboxylic acid (4.12 g.) were reacted according to similar to those of Examples 1(b), 2(b), 3(b) and 6(b) to give 7-[2-ethoxyimino-2-(2-formamido-1,3-thiazol-4-yl)acetamido]-3-(1-carboxymethyl-1H-tetrazol-5-yl)thiomethyl-3-cephem-4-carboxylic acid (syn isomer) (3.6 g.). Starting materials: O=C([O-])[O-], CCCNCCC, CS(=O)(=O)OCCOCCc1ccc2sccc2c1, CN(C)C=O, CCOC(C)=O, [K+], [K+], O. Yields the product CCCN(CCC)CCOCCc1ccc2sccc2c1. As a reaction SMILES: [C:27](=[O:28])([O-:29])[O-:30].[CH2:20]([CH2:21][CH3:22])[NH:23][CH2:24][CH2:25][CH3:26].[CH3:1][S:2]([O:3][CH2:6][CH2:7][O:8][CH2:9][CH2:10][c:11]1[cH:12][c:13]2[c:14]([s:15][cH:16][cH:17]2)[cH:18][cH:19]1)(=[O:4])=[O:5].[CH3:34][N:35]([CH3:36])[CH:37]=[O:38].[CH3:39][CH2:40][O:41][C:42](=[O:43])[CH3:44].[K+:31].[K+:32].[OH2:33]>>[CH2:6]([CH2:7][O:8][CH2:9][CH2:10][c:11]1[cH:12][c:13]2[c:14]([s:15][cH:16][cH:17]2)[cH:18][cH:19]1)[N:23]([CH2:20][CH2:21][CH3:22])[CH2:24][CH2:25][CH3:26].